Dataset: the Open Reaction Database (ORD), a public repository of structured organic reaction records. Task: describe an organic reaction: reactants, conditions, products, and yield The solvent is C(Cl)Cl (CH2Cl2), C(Cl)Cl (CH2Cl2). As a reaction SMILES: [NH2:1][C:2]1[CH:7]=[CH:6][C:5]([S:8]([NH:11][C:12](=[O:15])[O:13][CH3:14])(=[O:10])=[O:9])=[CH:4][CH:3]=1.C[Al](C)C.[Cl:20][C:21]1[CH:22]=[C:23]2[C:28](=[CH:29][CH:30]=1)[N:27]([C@H:31]1[CH2:35][CH2:34][O:33][C:32]1=[O:36])[CH2:26][CH2:25][CH2:24]2>C(Cl)Cl>[Cl:20][C:21]1[CH:22]=[C:23]2[C:28](=[CH:29][CH:30]=1)[N:27]([C@@H:31]([CH2:35][CH2:34][OH:33])[C:32]([NH:1][C:2]1[CH:7]=[CH:6][C:5]([S:8]([NH:11][C:12](=[O:15])[O:13][CH3:14])(=[O:10])=[O:9])=[CH:4][CH:3]=1)=[O:36])[CH2:26][CH2:25][CH2:24]2. Starting materials: NC1=CC=C(C=C1)S(=O)(=O)NC(OC)=O (methyl 4-aminophenylsulfonylcarbamate), ClC=1C=C2CCCN(C2=CC1)[C@@H]1C(OCC1)=O ((S)-3-(6-chloro-3,4-dihydroquinolin-1(2H)-yl)dihydrofuran-2(3H)-one), C[Al](C)C (trimethylaluminum). Yields the product ClC=1C=C2CCCN(C2=CC1)[C@H](C(=O)NC1=CC=C(C=C1)S(=O)(=O)NC(OC)=O)CCO ((S)-methyl 4-(2-(6-chloro-3,4-dihydroquinolin-1(2H)-yl)-4-hydroxybutanamido)phenylsulfonylcarbamate). Procedure details: To a stirring suspension of the methyl 4-aminophenylsulfonylcarbamate (111 mg, 0.48 mmol) and CH2Cl2 (1 mL) under N2, at 0° C., was added trimethylaluminum (0.24 mL, 0.48 mmol) dropwise over 20 minutes. The solution was stirred at ambient temperature for 30 minutes. The solution was cooled to 0° C. followed by the dropwise addition of (S)-3-(6-chloro-3,4-dihydroquinolin-1(2H)-yl)dihydrofuran-2(3H)-one (100 mg, 0.40 mmol) in CH2Cl2 (1.0 mL) over 30 minutes. The solution was stirred at ambient tem... Reaction conditions: time 30 minute. The reactants are BrC1=NC(=CC=C1)Br (2,6-dibromopyridine), COC(C1=CC(=CC=C1)C#C)=O (3-ethinylbenzoic acid methyl ester). The reagents and catalysts are Cl[Pd]([P](C1=CC=CC=C1)(C2=CC=CC=C2)C3=CC=CC=C3)([P](C4=CC=CC=C4)(C5=CC=CC=C5)C6=CC=CC=C6)Cl (bis-(triphenylphosphine)-palladium(II) chloride), [Cu]I (copper(I) iodide). The solvent is C(C)N(CC)CC (triethylamine). Conditions: time 1 hour. Yields the product BrC1=NC(=CC=C1)C#CC1=CC(=CC=C1)C(=O)OC (2-bromo-6-[2-(3-methoxycarbonyiphenyl)-ethinyl]-pyridine). Yield: 23.8%. Reaction SMILES: Br[C:2]1[CH:7]=[CH:6][CH:5]=[C:4]([Br:8])[N:3]=1.[CH3:9][O:10][C:11](=[O:20])[C:12]1[CH:17]=[CH:16][CH:15]=[C:14]([C:18]#[CH:19])[CH:13]=1>C(N(CC)CC)C.Cl[Pd](Cl)([P](C1C=CC=CC=1)(C1C=CC=CC=1)C1C=CC=CC=1)[P](C1C=CC=CC=1)(C1C=CC=CC=1)C1C=CC=CC=1.[Cu]I>[Br:8][C:4]1[CH:5]=[CH:6][CH:7]=[C:2]([C:19]#[C:18][C:14]2[CH:15]=[CH:16][CH:17]=[C:12]([C:11]([O:10][CH3:9])=[O:20])[CH:13]=2)[N:3]=1 |^1:30,49|. Procedure details: A solution of 15.1 g of 2,6-dibromopyridine in 500 ml of triethylamine is mixed under ice cooling with 10.2 g of 3-ethinylbenzoic acid methyl ester, 1.1 g of bis-(triphenylphosphine)-palladium(II) chloride and 150 mg of copper(I) iodide and the mixture is stirred for 1 hour. Then, the ice bath is removed and it is stirred for 48 hours at room temperature. The precipitate is filtered off, the filtrate is evaporated to dryness, mixed with water and shaken out with ethyl acetate. The organic phase ... Reactants: FC1=C(C=C2C=NN(C2=C1)C)C(C)C1=CN=C2N1N=C(C=C2)C=2C=NN(C2)CCOC2OCCCC2 ((rac)-3-[1-(6-Fluoro-1-methyl-1H-indazol-5-yl)-ethyl]-6-{1-[2-(tetrahydro-pyran-2-yloxy)-ethyl]-1H-pyrazol-4-yl}-imidazo[1,2-b]pyridazine), Cl (HCl). The solvent is C(Cl)Cl (DCM), CCOC(=O)C (EtOAc), O1CCOCC1 (dioxane). Run at time 1 hour. Product: FC1=C(C=C2C=NN(C2=C1)C)C(C)C1=CN=C2N1N=C(C=C2)C=2C=NN(C2)CCO ((rac)-2-(4-{3-[1-(6-Fluoro-1-methyl-1H-indazol-5-yl)-ethyl]-imidazo[1,2-b]pyridazin-6-yl}-pyrazol-1-yl)-ethanol). As a reaction SMILES: [F:1][C:2]1[CH:10]=[C:9]2[C:5]([CH:6]=[N:7][N:8]2[CH3:11])=[CH:4][C:3]=1[CH:12]([C:14]1[N:18]2[N:19]=[C:20]([C:23]3[CH:24]=[N:25][N:26]([CH2:28][CH2:29][O:30]C4CCCCO4)[CH:27]=3)[CH:21]=[CH:22][C:17]2=[N:16][CH:15]=1)[CH3:13].Cl>C(Cl)Cl.O1CCOCC1.CCOC(C)=O>[F:1][C:2]1[CH:10]=[C:9]2[C:5]([CH:6]=[N:7][N:8]2[CH3:11])=[CH:4][C:3]=1[CH:12]([C:14]1[N:18]2[N:19]=[C:20]([C:23]3[CH:24]=[N:25][N:26]([CH2:28][CH2:29][OH:30])[CH:27]=3)[CH:21]=[CH:22][C:17]2=[N:16][CH:15]=1)[CH3:13]. Procedure: (rac)-3-[1-(6-Fluoro-1-methyl-1H-indazol-5-yl)-ethyl]-6-{1-[2-(tetrahydro-pyran-2-yloxy)-ethyl]-1H-pyrazol-4-yl}-imidazo[1,2-b]pyridazine (Stage 279.1, 250 mg, 0.511 mmol) was dissolved in DCM (5 mL). HCl in dioxane (4 N, 0.5 mL) was added and the RM was stirred 1 h at rt. It was then diluted with EtOAc and washed with a saturated NaHCO3 sol. The aqueous phase was extracted twice with EtOAc. The combined organics were washed with brine, dried over Na2SO4, filtered and evaporated. The residue was... The reactants are CS(=O)(=O)Cl, Cc1ncc(-c2ccnc(Nc3ccc(N)cc3)n2)n1C, ClCCl, c1ccncc1. Yields the product Cc1ncc(-c2ccnc(Nc3ccc(NS(C)(=O)=O)cc3)n2)n1C. RXN SMILES: [CH3:1][S:2]([Cl:3])(=[O:4])=[O:5].[CH3:6][n:7]1[c:8]([CH3:26])[n:9][cH:10][c:11]1-[c:12]1[n:13][c:14]([NH:18][c:19]2[cH:20][cH:21][c:22]([NH2:25])[cH:23][cH:24]2)[n:15][cH:16][cH:17]1.[Cl:33][CH2:34][Cl:35].[cH:27]1[cH:28][cH:29][n:30][cH:31][cH:32]1>>[CH3:1][S:2](=[O:4])(=[O:5])[NH:25][c:22]1[cH:21][cH:20][c:19]([NH:18][c:14]2[n:13][c:12](-[c:11]3[n:7]([CH3:6])[c:8]([CH3:26])[n:9][cH:10]3)[cH:17][cH:16][n:15]2)[cH:24][cH:23]1. As a reaction SMILES: [CH3:12][O:13][c:14]1[cH:15][cH:16][c:17]([NH2:20])[cH:18][cH:19]1.[CH3:21][CH2:22][OH:23].[NH2:1][c:2]1[c:3]([CH:10]=[O:11])[n:4][c:5]([Cl:9])[c:6]([Cl:8])[n:7]1>>[NH2:1][c:2]1[c:3]([CH:10]=[N:20][c:17]2[cH:16][cH:15][c:14]([O:13][CH3:12])[cH:19][cH:18]2)[n:4][c:5]([Cl:9])[c:6]([Cl:8])[n:7]1. The reactants are COc1ccc(N)cc1, CCO, Nc1nc(Cl)c(Cl)nc1C=O. Product: COc1ccc(N=Cc2nc(Cl)c(Cl)nc2N)cc1. The reactants are C(C)OC(=O)C1=CC(=CC=2N1N=C(N2)NC(=O)NCC)Br (7-Bromo-2-(3-ethyl-ureido)-[1,2,4]triazolo[1,5-a]pyridine-5-carboxylic acid ethyl ester), COC=1C=C(CN)C=CC1OC (3,4-dimethoxybenzylamine). Solvent: C(C)O (ethanol). The product is COC=1C=C(CNC(=O)C2=CC(=CC=3N2N=C(N3)NC(=O)NCC)Br)C=CC1OC (7-bromo-2-(3-ethyl-ureido)-[1,2,4]triazolo[1,5-a]pyridine-5-carboxylic acid 3,4-dimethoxy-benzylamide). Reaction SMILES: C(O[C:4]([C:6]1[N:11]2[N:12]=[C:13]([NH:15][C:16]([NH:18][CH2:19][CH3:20])=[O:17])[N:14]=[C:10]2[CH:9]=[C:8]([Br:21])[CH:7]=1)=[O:5])C.[CH3:22][O:23][C:24]1[CH:25]=[C:26]([CH:29]=[CH:30][C:31]=1[O:32][CH3:33])[CH2:27][NH2:28]>C(O)C>[CH3:22][O:23][C:24]1[CH:25]=[C:26]([CH:29]=[CH:30][C:31]=1[O:32][CH3:33])[CH2:27][NH:28][C:4]([C:6]1[N:11]2[N:12]=[C:13]([NH:15][C:16]([NH:18][CH2:19][CH3:20])=[O:17])[N:14]=[C:10]2[CH:9]=[C:8]([Br:21])[CH:7]=1)=[O:5]. Reported procedure: 7-Bromo-2-(3-ethyl-ureido)-[1,2,4]triazolo[1,5-a]pyridine-5-carboxylic acid ethyl ester, which may be prepared as in Example 6, (253 mg, 0.714 mmol) and 3,4-dimethoxybenzylamine (0.55 mL) were taken up in ethanol (4.0 mL). After 24 h the precipitate was removed by filtration and washed with ethanol to afford 7-bromo-2-(3-ethyl-ureido)-[1,2,4]triazolo[1,5-a]pyridine-5-carboxylic acid 3,4-dimethoxy-benzylamide MS (APCI+): m/z 478.4 (M+H). The reactants are NC1=CC=C(OC2=CC(=NC=C2)NC(=O)N2CCN(CC2)CCN(C)C)C=C1 (4-(4-aminophenoxy)-2-{[4-(2-dimethylaminoethyl)piperazin-1-yl]carbonylamino}pyridine), FC1=CC=C(C=C1)CC(=O)N=C=O (2-(4-fluorophenyl)acetyl isocyanate). Run in O1CCCC1 (tetrahydrofuran), O1CCCC1 (tetrahydrofuran), C(C)(C)N(CC)C(C)C (diisopropylethylamine). Run at time 8 hour. The product is CN(CCN1CCN(CC1)C(=O)NC1=NC=CC(=C1)OC1=CC=C(C=C1)NC(=O)NC(CC1=CC=C(C=C1)F)=O)C (2-{[4-(2-Dimethylaminoethyl)piperazin-1-yl]carbonylamino}-4-(4-{3-[2-(4-fluorophenyl)acetyl]ureido}phenoxy)pyridine). Reported procedure: To a solution of 4-(4-aminophenoxy)-2-{[4-(2-dimethylaminoethyl)piperazin-1-yl]carbonylamino}pyridine (86.7 mg) in tetrahydrofuran (2.5 ml) were added a solution of 2-(4-fluorophenyl)acetyl isocyanate in tetrahydrofuran (0.25 M, 5.4 ml) and diisopropylethylamine (0.235 ml) at room temperature, followed by stirring overnight. The reaction mixture was partitioned between ethyl acetate and a saturated aqueous solution of sodium hydrogencarbonate. The organic layer was washed with brine and dried ov... Isolated yield 29.0%. As a reaction SMILES: [NH2:1][C:2]1[CH:28]=[CH:27][C:5]([O:6][C:7]2[CH:12]=[CH:11][N:10]=[C:9]([NH:13][C:14]([N:16]3[CH2:21][CH2:20][N:19]([CH2:22][CH2:23][N:24]([CH3:26])[CH3:25])[CH2:18][CH2:17]3)=[O:15])[CH:8]=2)=[CH:4][CH:3]=1.[F:29][C:30]1[CH:35]=[CH:34][C:33]([CH2:36][C:37]([N:39]=[C:40]=[O:41])=[O:38])=[CH:32][CH:31]=1>O1CCCC1.C(N(C(C)C)CC)(C)C>[CH3:26][N:24]([CH3:25])[CH2:23][CH2:22][N:19]1[CH2:18][CH2:17][N:16]([C:14]([NH:13][C:9]2[CH:8]=[C:7]([O:6][C:5]3[CH:4]=[CH:3][C:2]([NH:1][C:40]([NH:39][C:37](=[O:38])[CH2:36][C:33]4[CH:34]=[CH:35][C:30]([F:29])=[CH:31][CH:32]=4)=[O:41])=[CH:28][CH:27]=3)[CH:12]=[CH:11][N:10]=2)=[O:15])[CH2:21][CH2:20]1. Starting materials: C(C)(C)(C)OC(=O)N[C@H](C[C@H](C(=O)OC(C)(C)C)CC1=CC=C(C=C1)OCCCF)C(=O)OC(C)(C)C (di-tert-butyl (4R)—N-(tert-butoxycarbonyl)-4-[4-(3-fluoropropoxy)-benzyl]-D-glutamate). Solvent: FC(C(=O)O)(F)F (trifluoro acetic acid). Run at time 8 hour. The product is FCCCOC1=CC=C(C[C@H](C[C@@H](N)C(=O)O)C(=O)O)C=C1 ((4R)-4-[4-(3-Fluoropropoxy)benzyl]-D-glutamic acid). Reaction SMILES: C(OC([NH:8][C@@H:9]([C:31]([O:33]C(C)(C)C)=[O:32])[CH2:10][C@@H:11]([CH2:19][C:20]1[CH:25]=[CH:24][C:23]([O:26][CH2:27][CH2:28][CH2:29][F:30])=[CH:22][CH:21]=1)[C:12]([O:14]C(C)(C)C)=[O:13])=O)(C)(C)C>FC(F)(F)C(O)=O>[F:30][CH2:29][CH2:28][CH2:27][O:26][C:23]1[CH:24]=[CH:25][C:20]([CH2:19][C@@H:11]([C:12]([OH:14])=[O:13])[CH2:10][C@H:9]([C:31]([OH:33])=[O:32])[NH2:8])=[CH:21][CH:22]=1. Procedure: 60 mg (0.11 mmol) of di-tert-butyl (4R)—N-(tert-butoxycarbonyl)-4-[4-(3-fluoropropoxy)-benzyl]-D-glutamate were taken up in 3 mL of trifluoro acetic acid and stirred overnight at room temperature. The excess of trifluoro acetic acid was evaporated and the residue was taken up three times in tetrahydrofuran and then evaporated. The resulting oil was chromatographed on C-18 reversed phase silica gel using a water/acetonitrile gradient, the appropriate fractions were combined and concentrated.